From a dataset of the Open Reaction Database (ORD), a public repository of structured organic reaction records. describe an organic reaction: reactants, conditions, products, and yield The reactants are CCI, COC(=O)c1[nH]c2cc(OC)c(OC)cc2c1-c1ccc(OC)c(OC)c1, CN(C)C=O, [H-], [Na+], O. The product is CCn1c(C(=O)OC)c(-c2ccc(OC)c(OC)c2)c2cc(OC)c(OC)cc21. RXN SMILES: [CH2:30]([CH3:31])[I:32].[CH3:1][O:2][c:3]1[cH:4][c:5]2[c:6](-[c:18]3[cH:19][c:20]([O:26][CH3:27])[c:21]([O:24][CH3:25])[cH:22][cH:23]3)[c:7]([C:14](=[O:15])[O:16][CH3:17])[nH:8][c:9]2[cH:10][c:11]1[O:12][CH3:13].[CH3:34][N:35]([CH3:36])[CH:37]=[O:38].[H-:28].[Na+:29].[OH2:33]>>[CH3:1][O:2][c:3]1[cH:4][c:5]2[c:6](-[c:18]3[cH:19][c:20]([O:26][CH3:27])[c:21]([O:24][CH3:25])[cH:22][cH:23]3)[c:7]([C:14](=[O:15])[O:16][CH3:17])[n:8]([CH2:30][CH3:31])[c:9]2[cH:10][c:11]1[O:12][CH3:13].